Dataset: the Open Reaction Database (ORD), a public repository of structured organic reaction records. Task: describe an organic reaction: reactants, conditions, products, and yield Reactants: O=C(Cl)C(=O)Cl, CN(C)C=O, C#CCOc1cc(C(=O)O)n(-c2ncc(Cl)cc2Cl)n1, ClCCl. Product: C#CCOc1cc(C(=O)Cl)n(-c2ncc(Cl)cc2Cl)n1. Reaction SMILES: [C:24]([Cl:25])(=[O:26])[C:27]([Cl:28])=[O:29].[CH:30]([N:31]([CH3:32])[CH3:33])=[O:34].[Cl:1][c:2]1[c:3](-[n:9]2[n:10][c:11]([O:17][CH2:18][C:19]#[CH:20])[cH:12][c:13]2[C:14](=[O:15])[OH:16])[n:4][cH:5][c:6]([Cl:8])[cH:7]1.[Cl:21][CH2:22][Cl:23]>>[Cl:1][c:2]1[c:3](-[n:9]2[n:10][c:11]([O:17][CH2:18][C:19]#[CH:20])[cH:12][c:13]2[C:14](=[O:15])[Cl:21])[n:4][cH:5][c:6]([Cl:8])[cH:7]1. Starting materials: CC(C)([O-])C.[K+] (Potassium tert-butoxide), C(=C)C(C1=CC=CC=C1)OCCCO (3-(vinylbenzyloxy)-1-propanol), ClC1=C2NC=NC2=NC=N1 (6-chloropurine). Solvent: O1CCCC1 (tetrahydrofuran). Conditions: time 15 minute. The product is C(=C)C(C1=CC=CC=C1)OCCCOC1=C2NC=NC2=NC=N1 (6-(3-(vinylbenzyloxy)-1-propyloxy)purine). Isolated yield 56.7%. As a reaction SMILES: CC(C)([O-])C.[K+].[CH:7]([CH:9]([O:16][CH2:17][CH2:18][CH2:19][OH:20])[C:10]1[CH:15]=[CH:14][CH:13]=[CH:12][CH:11]=1)=[CH2:8].Cl[C:22]1[N:30]=[CH:29][N:28]=[C:27]2[C:23]=1[NH:24][CH:25]=[N:26]2>O1CCCC1>[CH:7]([CH:9]([O:16][CH2:17][CH2:18][CH2:19][O:20][C:22]1[N:30]=[CH:29][N:28]=[C:27]2[C:23]=1[NH:24][CH:25]=[N:26]2)[C:10]1[CH:11]=[CH:12][CH:13]=[CH:14][CH:15]=1)=[CH2:8] |f:0.1|. Procedure: Potassium tert-butoxide (35.64 g, 0.317 mol) was added to a stirred solution of 3-(vinylbenzyloxy)-1-propanol (mixture of meta and para isomers) (30.51 g, 0.158 mol) in dry tetrahydrofuran (300 ml) under an atmosphere of nitrogen. After 15 min 6-chloropurine (24.55 g, 0.159 mol) was added, and, after stirring for 15 min at room temperature, the reaction mixture was heated at reflux overnight. The reaction mixture was allowed to cool and then the solvent was removed in vacuo. First water (600 ml)... Reactants: BrBr (Bromine), BrBr (Bromine), Cl.N1N=CC2=CC(=CC=C12)C(=O)OCC (ethyl 1H-indazole-5-carboxylate hydrochloride), C(C)(=O)OCC.CCCCCC (ethyl acetate hexane). Run in C(C)O (ethanol), C(C)O (ethanol). Reaction conditions: time 17 hour. Yields the product BrC1=NNC2=CC=C(C=C12)C(=O)OCC (ethyl 3-bromo-1H-indazole-5-carboxylate). The yield is 97.9%. RXN SMILES: Cl.[NH:2]1[C:10]2[C:5](=[CH:6][C:7]([C:11]([O:13][CH2:14][CH3:15])=[O:12])=[CH:8][CH:9]=2)[CH:4]=[N:3]1.[Br:16]Br.C(OCC)(=O)C.CCCCCC>C(O)C>[Br:16][C:4]1[C:5]2[C:10](=[CH:9][CH:8]=[C:7]([C:11]([O:13][CH2:14][CH3:15])=[O:12])[CH:6]=2)[NH:2][N:3]=1 |f:0.1,3.4|. Procedure details: ethyl 1H-indazole-5-carboxylate hydrochloride (146 g, 0.645 mol) was dissolved in ethanol (4 L, anhydrous). Bromine (113.3 g, 0.709 mol) in 200 ethanol was added at room temperature. The reaction mixture was allowed to stir for 17 hours at room temperature. TLC (30% ethyl acetate/hexane) indicated that starting material was left. Bromine (40 g in 100 mL of ethanol) was added at room temperature. After 1 hour, TLC indicated no starting material was left. Ethanol was evaporated (2 L removed) and t... Reactants: C=CC1=CC=CC=C1 (styrene), C(C=C)(=O)OCC (ethyl acrylate). Procedure: styrene -- ethyl acrylate copolymer RXN SMILES: [CH2:1]=CC1C=CC=CC=1.[C:9]([O:13][CH2:14][CH3:15])(=[O:12])[CH:10]=[CH2:11]>>[C:9]([O:13][CH2:14][CH3:15])(=[O:12])[CH:10]=[CH2:11].[C:9]([OH:13])(=[O:12])[C:10]([CH3:1])=[CH2:11] |f:2.3|. The product is C(C=C)(=O)OCC.C(C(=C)C)(=O)O (ethyl acrylate methacrylic acid). Starting materials: C(=O)(OC(C)(C)C)N1[C@H](C(=O)O)CCC1 (Boc-proline), Cl.CNOC (N,O-dimethylhydroxylamine hydrochloride), Cl.C(C)N=C=NCCCN(C)C (1-ethyl-3-(3-dimethylaminopropyl) carbodiimide hydrochloride), ON1N=NC2=C1C=CC=C2 (N-hydroxy-benzotriazol), CN1CCOCC1 (N-methyl-morpholine). Run in ClCCl (dichloromethane). Conditions: time 8 hour. Yields the product CN(C([C@H]1N(CCC1)C(=O)OC(C)(C)C)=O)OC (N-methyl-N-methoxy-(Boc-proline)-amide). Yield: 63.6%. Reaction SMILES: [C:1]([N:8]1[CH2:15][CH2:14][CH2:13][C@H:9]1[C:10]([OH:12])=O)([O:3][C:4]([CH3:7])([CH3:6])[CH3:5])=[O:2].Cl.[CH3:17][NH:18][O:19][CH3:20].Cl.C(N=C=NCCCN(C)C)C.ON1C2C=CC=CC=2N=N1.CN1CCOCC1>ClCCl>[CH3:17][N:18]([O:19][CH3:20])[C:10](=[O:12])[C@@H:9]1[CH2:13][CH2:14][CH2:15][N:8]1[C:1]([O:3][C:4]([CH3:5])([CH3:6])[CH3:7])=[O:2] |f:1.2,3.4|. Procedure details: To a solution of 30 g Boc-proline and 13.6 g N,O-dimethylhydroxylamine hydrochloride in 250 ml of dichloromethane was added 26.73 g 1-ethyl-3-(3-dimethylaminopropyl) carbodiimide hydrochloride, 18.83 g N-hydroxy-benzotriazol and 49.34 g N-methyl-morpholine at 0° C. The mixture was stirred overnight at room temperature. The reaction mixture was washed sequentially with saturated sodium bicarbonate, a 5% aqueous solution of citric acid and brine. The organic phase was dried over sodium sulfate. Af...